From a dataset of the Open Reaction Database (ORD), a public repository of structured organic reaction records. describe an organic reaction: reactants, conditions, products, and yield The reactants are CNN, O=C(NC1c2ccccc2Oc2ccccc21)Sc1ccccc1, c1ccccc1. Product: CN(N)C(=O)NC1c2ccccc2Oc2ccccc21. Reaction SMILES: [CH3:25][NH:26][NH2:27].[cH:1]1[cH:2][cH:3][cH:4][c:5]2[c:14]1[CH:13]([NH:15][C:16]([S:17][c:18]1[cH:19][cH:20][cH:21][cH:22][cH:23]1)=[O:24])[c:12]1[c:7]([cH:8][cH:9][cH:10][cH:11]1)[O:6]2.[cH:28]1[cH:29][cH:30][cH:31][cH:32][cH:33]1>>[cH:1]1[cH:2][cH:3][cH:4][c:5]2[c:14]1[CH:13]([NH:15][C:16](=[O:24])[N:26]([CH3:25])[NH2:27])[c:12]1[c:7]([cH:8][cH:9][cH:10][cH:11]1)[O:6]2. The reactants are C(C)(C)(C)OC(NCCCCCCNS(=O)(=O)C1=CC=C(C)C=C1)=O (N-[6-(tosyl-amino)-hexyl]-carbamic acid tert-butyl ester), Cl (hydrochloric acid). Run in C(C)O (ethanol). Product: Cl.Cl.S(=O)(=O)(C1=CC=C(C)C=C1)NCCCCCCN (6-(tosyl-amino)-hexylamine dihydrochloride). RXN SMILES: C(OC(=O)[NH:7][CH2:8][CH2:9][CH2:10][CH2:11][CH2:12][CH2:13][NH:14][S:15]([C:18]1[CH:24]=[CH:23][C:21]([CH3:22])=[CH:20][CH:19]=1)(=[O:17])=[O:16])(C)(C)C.[ClH:26]>C(O)C>[ClH:26].[ClH:26].[S:15]([NH:14][CH2:13][CH2:12][CH2:11][CH2:10][CH2:9][CH2:8][NH2:7])([C:18]1[CH:19]=[CH:20][C:21]([CH3:22])=[CH:23][CH:24]=1)(=[O:16])=[O:17] |f:3.4.5|. Procedure: Batch size: 13.0 g (<35 mmol) N-[6-(tosyl-amino)-hexyl]-carbamic acid tert-butyl ester and 7.7 ml (93 mmol) concentrated hydrochloric acid in 100 ml ethanol. The reactants are O (water), [H-].[Na+] (sodium hydride), C(C=C)Br (allyl bromide), COC(C1=C(C=C(C(=C1)Cl)N)O)=O (4-amino-5-chloro-2-hydroxybenzoic acid methyl ester). Solvent: CN(C=O)C (dimethylformamide). Reaction conditions: time 30 minute. The product is NC1=CC(=C(C(=O)O)C=C1Cl)OC=CC (4-Amino-5-chloro-2-(propenyloxy)benzoic acid). Yield: 62.2%. RXN SMILES: [H-].[Na+].C[O:4][C:5](=[O:15])[C:6]1[CH:11]=[C:10]([Cl:12])[C:9]([NH2:13])=[CH:8][C:7]=1[OH:14].[CH2:16](Br)[CH:17]=[CH2:18].O>CN(C)C=O>[NH2:13][C:9]1[C:10]([Cl:12])=[CH:11][C:6]([C:5]([OH:4])=[O:15])=[C:7]([O:14][CH:16]=[CH:17][CH3:18])[CH:8]=1 |f:0.1|. Procedure: A suspension of 60% sodium hydride/oil dispersion (1.52 g, 0.038 mole) in anhydrous dimethylformamide (50 ml) under nitrogen was treated in portions with 4-amino-5-chloro-2-hydroxybenzoic acid methyl ester (6.05 g, 0.030 mole), stirred at room temperature for 30 minutes, and treated with allyl bromide (4.60 g, 0.038 mole). The mixture was stirred at 95°±5° C. for one hour, cooled to room temperature, and added to water (250 ml). The solid was removed by filtration and saved, and the filtrate was... Reactants: Cl, O, Oc1ccccc1, O=C(O)c1ccccc1S, O=P(Cl)(Cl)Cl. The product is O=C(Oc1ccccc1)c1ccccc1S. As a reaction SMILES: [ClH:23].[OH2:24].[OH:11][c:12]1[cH:13][cH:14][cH:15][cH:16][cH:17]1.[OH:1][C:2](=[O:3])[c:4]1[cH:5][cH:6][cH:7][cH:8][c:9]1[SH:10].[P:18]([Cl:19])([Cl:20])([Cl:21])=[O:22]>>[O:1]([C:2](=[O:3])[c:4]1[cH:5][cH:6][cH:7][cH:8][c:9]1[SH:10])[c:12]1[cH:13][cH:14][cH:15][cH:16][cH:17]1.